From a dataset of the Open Reaction Database (ORD), a public repository of structured organic reaction records. describe an organic reaction: reactants, conditions, products, and yield Reactants: C1(CC1)C1=C(C=CC=2C(OCC21)=O)C=C (4-cyclopropyl-5-vinyl-2-benzofuran-1(3H)-one), C1=CC(=CC(=C1)Cl)C(=O)OO (mCPBA). The solvent is C(Cl)Cl (DCM), C(Cl)Cl (DCM). Conditions: time 12 hour. Product: C1(CC1)C1=C(C=CC=2C(OCC21)=O)C2OC2 (4-cyclopropyl-5-oxiran-2-yl-2-benzofuran-1(3H)-one). As a reaction SMILES: [CH:1]1([C:4]2[C:12]3[CH2:11][O:10][C:9](=[O:13])[C:8]=3[CH:7]=[CH:6][C:5]=2[CH:14]=[CH2:15])[CH2:3][CH2:2]1.C1C=C(Cl)C=C(C(OO)=[O:24])C=1>C(Cl)Cl>[CH:1]1([C:4]2[C:12]3[CH2:11][O:10][C:9](=[O:13])[C:8]=3[CH:7]=[CH:6][C:5]=2[CH:14]2[CH2:15][O:24]2)[CH2:3][CH2:2]1. Procedure: To a solution of 4-cyclopropyl-5-vinyl-2-benzofuran-1(3H)-one (440 mg, 2.2 mmol) in 50 mL of DCM was slowly added mCPBA (1.14 g, 6.6 mmol) in 50 mL of DCM at 0° C. After warming to room temperature, the mixture was stirred for 12 hours. The mixture was washed with aqueous Na2SO3 until KI paper didn't change color. The organic layers were combined, washed with brine and then concentrated. The residue was purified via prep-TLC to give product 4-cyclopropyl-5-oxiran-2-yl-2-benzofuran-1(3H)-one. Reactants: CS(C)=O, Cl, O=[N+]([O-])c1cc(C(F)(F)F)ccc1Cl, [Na+], [OH-]. Yields the product O=[N+]([O-])c1cc(C(F)(F)F)ccc1O. As a reaction SMILES: [CH3:18][S:19](=[O:20])[CH3:21].[ClH:17].[N+:3](=[O:4])([O-:5])[c:6]1[c:7]([Cl:16])[cH:8][cH:9][c:10]([C:12]([F:13])([F:14])[F:15])[cH:11]1.[Na+:2].[OH-:1]>>[OH:1][c:7]1[c:6]([N+:3](=[O:4])[O-:5])[cH:11][c:10]([C:12]([F:13])([F:14])[F:15])[cH:9][cH:8]1. Reactants: O=C(OCc1ccccc1)c1ccc2c(ccn2C(=O)c2ccccc2)c1, CCO, [H][H]. Reaction SMILES: [C:1]([c:2]1[cH:3][cH:4][cH:5][cH:6][cH:7]1)(=[O:8])[n:9]1[cH:10][cH:11][c:12]2[cH:13][c:14]([C:18](=[O:19])[O:20][CH2:21][c:22]3[cH:23][cH:24][cH:25][cH:26][cH:27]3)[cH:15][cH:16][c:17]12.[CH3:30][CH2:31][OH:32].[H:28][H:29]>>[C:1]([c:2]1[cH:3][cH:4][cH:5][cH:6][cH:7]1)(=[O:8])[n:9]1[cH:10][cH:11][c:12]2[cH:13][c:14]([C:18](=[O:19])[OH:20])[cH:15][cH:16][c:17]12. Yields the product O=C(O)c1ccc2c(ccn2C(=O)c2ccccc2)c1. Reactants: O=C1CCC2c3ccc(OCCCN4CCCCC4)cc3C(c3ccc(Br)cc3)CN12, O=C1CCC2c3ccc(OCCCN4CCCCC4)cc3C(c3ccccc3)CN12. Product: COc1ccc2c(c1)C(c1ccc(Br)cc1)CN1C(=O)CCC21. Reaction SMILES: [Br:1][c:2]1[cH:3][cH:4][c:5]([CH:8]2[CH2:9][N:10]3[CH:11]([c:12]4[cH:13][cH:14][c:15]([O:18][CH2:19][CH2:20][CH2:21][N:22]5[CH2:23][CH2:24][CH2:25][CH2:26][CH2:27]5)[cH:16][c:17]42)[CH2:28][CH2:29][C:30]3=[O:31])[cH:6][cH:7]1.[c:32]1([CH:33]2[c:34]3[c:35]([cH:36][cH:37][c:38]([O:39][CH2:40][CH2:41][CH2:42][N:43]4[CH2:44][CH2:45][CH2:46][CH2:47][CH2:48]4)[cH:49]3)[CH:50]3[CH2:51][CH2:52][C:53](=[O:54])[N:55]3[CH2:56]2)[cH:57][cH:58][cH:59][cH:60][cH:61]1>>[Br:1][c:2]1[cH:3][cH:4][c:5]([CH:8]2[CH2:9][N:10]3[CH:11]([c:12]4[cH:13][cH:14][c:15]([O:18][CH3:19])[cH:16][c:17]42)[CH2:28][CH2:29][C:30]3=[O:31])[cH:6][cH:7]1. Starting materials: Cc1cc2[nH]c(=O)c(=O)[nH]c2cc1C, O=[N+]([O-])O, O=S(=O)(O)O. Product: Cc1cc2[nH]c(=O)c(=O)[nH]c2c([N+](=O)[O-])c1C. RXN SMILES: [CH3:1][c:2]1[cH:3][c:4]2[nH:5][c:6](=[O:14])[c:7](=[O:13])[nH:8][c:9]2[cH:10][c:11]1[CH3:12].[OH:15][N+:16]([O-:17])=[O:18].[S:19](=[O:20])(=[O:21])([OH:22])[OH:23]>>[CH3:1][c:2]1[cH:3][c:4]2[nH:5][c:6](=[O:14])[c:7](=[O:13])[nH:8][c:9]2[c:10]([N+:16](=[O:15])[O-:17])[c:11]1[CH3:12].